From a dataset of the Open Reaction Database (ORD), a public repository of structured organic reaction records. describe an organic reaction: reactants, conditions, products, and yield The reactants are CC(=O)C1=CC(=C(C(=C1)Cl)O)Cl (3,5-dichloro-4-hydroxyacetophenone), [H-].[Na+] (Sodium hydride), CCCCCC (hexane), BrCC(=O)OC (methyl bromoacetate). Solvent: CN(C)C=O (DMF), CN(C)C=O (DMF), O (water). Run at time 30 minute. Product: C(C)(=O)C1=CC(=C(OCC(=O)OC)C(=C1)Cl)Cl (methyl 4-acetyl-2,6-dichlorophenoxyacetate). As a reaction SMILES: [H-].[Na+].CCCCCC.[CH3:9][C:10]([C:12]1[CH:17]=[C:16]([Cl:18])[C:15]([OH:19])=[C:14]([Cl:20])[CH:13]=1)=[O:11].Br[CH2:22][C:23]([O:25][CH3:26])=[O:24]>CN(C=O)C.O>[C:10]([C:12]1[CH:13]=[C:14]([Cl:20])[C:15]([O:19][CH2:22][C:23]([O:25][CH3:26])=[O:24])=[C:16]([Cl:18])[CH:17]=1)(=[O:11])[CH3:9] |f:0.1|. Procedure details: Sodium hydride (50% w/w dispersion in mineral oil, 1.32 g) was treated under argon with repeated washes of hexane. The oil-free residue was suspended in dry DMF (10 ml) and, with stirring and cooling (ice-bath), a solution of 3,5-dichloro-4-hydroxyacetophenone (5.13 g) in dry DMF (15 ml) was added dropwise. Stirring was continued for 30 minutes when methyl bromoacetate (3.06 ml) was added dropwise and stirring was continued for a further 18 hours at ambient temperature. The reaction mixture was ... The reactants are II (iodine), FC(C=1C=C(C=C(C1)C(F)(F)F)Br)(F)F (3,5-di(trifluoromethyl)phenyl bromide), C(CCC)[Li] (n-butyllithium), O (water). Solvent: O1CCCC1 (tetrahydrofuran), O1CCCC1 (tetrahydrofuran), O1CCCC1 (tetrahydrofuran). Yields the product FC(C=1C=C(C=C(C1)C(F)(F)F)I)(F)F (3,5-di(trifluoromethyl)phenyl iodide). The yield is 75.5%. RXN SMILES: [F:1][C:2]([F:15])([F:14])[C:3]1[CH:4]=[C:5](Br)[CH:6]=[C:7]([C:9]([F:12])([F:11])[F:10])[CH:8]=1.C([Li])CCC.[I:21]I.O>O1CCCC1>[F:1][C:2]([F:15])([F:14])[C:3]1[CH:4]=[C:5]([I:21])[CH:6]=[C:7]([C:9]([F:12])([F:11])[F:10])[CH:8]=1. Reported procedure: Under a nitrogen atmosphere, a stirred solution of 15.0 grams (0.051 mole) of 3,5-di(trifluoromethyl)phenyl bromide in 45 mL of dry tetrahydrofuran was cooled to below -80° C., and 20.5 mL (0.051 mole) of n-butyllithium (2.5M in hexanes) was added dropwise while maintaining the reaction mixture temperature below -80° C. Upon completion of addition, an additional 50 mL of tetrahydrofuran was added to promote stirring. The reaction mixture was then stirred at -80° C. for an additional one hour. Af... The reactants are COc1cc(C)c(C#N)c(OC)n1, CC(C)C[Al+]CC(C)C, Cl, [H-], C1CCOC1. The product is COc1cc(C)c(C=O)c(OC)n1. Reaction SMILES: [C:1](#[N:2])[c:3]1[c:4]([O:12][CH3:13])[n:5][c:6]([O:10][CH3:11])[cH:7][c:8]1[CH3:9].[CH2:15]([Al+:16][CH2:17][CH:18]([CH3:19])[CH3:20])[CH:21]([CH3:22])[CH3:23].[ClH:24].[H-:14].[O:25]1[CH2:26][CH2:27][CH2:28][CH2:29]1>>[CH:1]([c:3]1[c:4]([O:12][CH3:13])[n:5][c:6]([O:10][CH3:11])[cH:7][c:8]1[CH3:9])=[O:25]. The reactants are C(C)OC(C1=CN=C(C=C1)C#CC1=CC=C2C(CC(SC2=C1)(C)C)(C)C)=O (ethyl-6-(2,2,4,4-tetramethyl-7-thiochromanyl)ethynyl-nicotinate), C(C)OC(C1=CN=C(C=C1)C#CC1=CC=C2C(CC(SC2=C1)(C)C)(C)C)=O (ethyl-6-(2,2,4,4-tetramethyl-7-thiochromanyl)ethynyl-nicotinate), [OH-].[K+] (KOH). Conditions: time 48 hour. Product: CC1(SC2=CC(=CC=C2C(C1)(C)C)C#C)C (2,2,4,4-Tetramethyl-7-ethynyl-thiochroman). Reaction SMILES: C(OC(=O)C1C=CC([C:11]#[C:12][C:13]2[CH:22]=[C:21]3[C:16]([C:17]([CH3:26])([CH3:25])[CH2:18][C:19]([CH3:24])([CH3:23])[S:20]3)=[CH:15][CH:14]=2)=NC=1)C.[OH-].[K+]>>[CH3:23][C:19]1([CH3:24])[CH2:18][C:17]([CH3:25])([CH3:26])[C:16]2[C:21](=[CH:22][C:13]([C:12]#[CH:11])=[CH:14][CH:15]=2)[S:20]1 |f:1.2|. Procedure: To 167 mg (0.4756 mmol) of ethyl-6-(2,2,4,4-tetramethyl-7-thiochromanyl)ethynyl-nicotinate (Compound 3) was added 5 ml of ethanolic KOH solution. The reaction mixture was stirred at room temperature for 48 hours. The ethanol was then removed in vacuo and the residue was taken up in water and ether. The layers were separated and the aqueous layer was acidified to Ph=2 with 1N HCl and then extracted with ether. The organic extracts were combined and washed successively with water and saturated sod... Reactants: Cc1oc(-c2ccccc2)nc1COc1ccc(CO)cc1, CN(C)C=O, N#Cc1cccnc1Cl, [H-], [Na+], O. Yields the product Cc1oc(-c2ccccc2)nc1COc1ccc(COc2ncccc2C#N)cc1. Reaction SMILES: [CH3:1][c:2]1[c:3]([CH2:13][O:14][c:15]2[cH:16][cH:17][c:18]([CH2:21][OH:22])[cH:19][cH:20]2)[n:4][c:5](-[c:7]2[cH:8][cH:9][cH:10][cH:11][cH:12]2)[o:6]1.[CH3:32][N:33]([CH3:34])[CH:35]=[O:36].[Cl:23][c:24]1[n:25][cH:26][cH:27][cH:28][c:29]1[C:30]#[N:31].[H-:37].[Na+:38].[OH2:39]>>[CH3:1][c:2]1[c:3]([CH2:13][O:14][c:15]2[cH:16][cH:17][c:18]([CH2:21][O:22][c:24]3[n:25][cH:26][cH:27][cH:28][c:29]3[C:30]#[N:31])[cH:19][cH:20]2)[n:4][c:5](-[c:7]2[cH:8][cH:9][cH:10][cH:11][cH:12]2)[o:6]1. The product is ClC=1C=C(C=CC1Cl)C1C(CN(C1)C(=O)C1CCN(CC1)CCOC)N(C(C1=CC(=C(C=C1)OC)C(F)(F)F)=O)C (N-{(3RS,4SR)-4-(3,4-dichloro-phenyl)-1-[1-(2-methoxy-ethyl)-piperidine-4-carbonyl]-pyrrolidin-3-yl}-4-methoxy-N-methyl-3-trifluoromethyl-benzamide). Procedure details: In analogy to the procedure described for the synthesis of example 104, the title compound N-{(3RS,4SR)-4-(3,4-dichloro-phenyl)-1-[1-(2-methoxy-ethyl)-piperidine-4-carbonyl]-pyrrolidin-3-yl}-4-methoxy-N-methyl-3-trifluoromethyl-benzamide was prepared from N-[(3RS,4SR)-4-(3,4-dichloro-phenyl)-1-(piperidine-4-carbonyl)-pyrrolidin-3-yl]-4-methoxy-N-methyl-3-trifluoromethyl-benzamide instead of N-[(3RS,4SR)-4-(4-chloro-phenyl)-1-(piperidine-4-carbonyl)-pyrrolidin-3-yl]-4-methoxy-N-methyl-3-trifluoro... The reactants are ClC=1C=C(C=CC1Cl)C1C(CN(C1)C(=O)C1CCNCC1)N(C(C1=CC(=C(C=C1)OC)C(F)(F)F)=O)C (N-[(3RS,4SR)-4-(3,4-dichloro-phenyl)-1-(piperidine-4-carbonyl)-pyrrolidin-3-yl]-4-methoxy-N-methyl-3-trifluoromethyl-benzamide), COCC=O (methoxyacetaldehyde). As a reaction SMILES: [Cl:1][C:2]1[CH:3]=[C:4]([CH:9]2[CH2:13][N:12]([C:14]([CH:16]3[CH2:21][CH2:20][NH:19][CH2:18][CH2:17]3)=[O:15])[CH2:11][CH:10]2[N:22]([CH3:37])[C:23](=[O:36])[C:24]2[CH:29]=[CH:28][C:27]([O:30][CH3:31])=[C:26]([C:32]([F:35])([F:34])[F:33])[CH:25]=2)[CH:5]=[CH:6][C:7]=1[Cl:8].[CH3:38][O:39][CH2:40][CH:41]=O>>[Cl:1][C:2]1[CH:3]=[C:4]([CH:9]2[CH2:13][N:12]([C:14]([CH:16]3[CH2:21][CH2:20][N:19]([CH2:41][CH2:40][O:39][CH3:38])[CH2:18][CH2:17]3)=[O:15])[CH2:11][CH:10]2[N:22]([CH3:37])[C:23](=[O:36])[C:24]2[CH:29]=[CH:28][C:27]([O:30][CH3:31])=[C:26]([C:32]([F:33])([F:34])[F:35])[CH:25]=2)[CH:5]=[CH:6][C:7]=1[Cl:8]. RXN SMILES: [CH:1]([C:4]1[CH:9]=[C:8]([CH:10]([CH3:12])[CH3:11])[CH:7]=[C:6]([CH:13]([CH3:15])[CH3:14])[C:5]=1[CH2:16][C:17]([OH:19])=O)([CH3:3])[CH3:2].C(Cl)(=O)C([Cl:23])=O>CN(C)C=O>[CH:1]([C:4]1[CH:9]=[C:8]([CH:10]([CH3:12])[CH3:11])[CH:7]=[C:6]([CH:13]([CH3:15])[CH3:14])[C:5]=1[CH2:16][C:17]([Cl:23])=[O:19])([CH3:3])[CH3:2]. The product is C(C)(C)C1=C(C(=CC(=C1)C(C)C)C(C)C)CC(=O)Cl (2,4,6-Triisopropylphenylacetyl chloride). Procedure details: A mixture of 2,4,6-triisopropylphenylacetic acid (6.03 g, 0.023 mol), oxalyl chloride (20 mL), and dimethylformamide (3 drops) was stirred vigorously at room temperature and then allowed to stand overnight at room temperature. The reaction mixture was then concentrated to give the product as an off-white solid 6.5 g, 100%. This was used directly in the next step. Isolated yield 100.0%. Starting materials: C(C)(C)C1=C(C(=CC(=C1)C(C)C)C(C)C)CC(=O)O (2,4,6-triisopropylphenylacetic acid), C(C(=O)Cl)(=O)Cl (oxalyl chloride). Run at time 8 hour. Reagents/catalysts: CN(C=O)C (dimethylformamide). The reactants are Cl (hydrochloric acid), C1(=CC=CC=C1)C1NC2=CC=C(C=C2CC1)CC(=O)OCC (Ethyl 1,2,3,4-tetrahydro-2-phenylquinoline-6-acetate), CI (methyl iodide), [OH-].[K+] (potassium hydroxide). The solvent is CC(=O)C (acetone), O (water). Conditions: temperature 40 celsius, time 20 hour. Product: CN1C(CCC2=CC(=CC=C12)CC(=O)O)C1=CC=CC=C1 (1-Methyl-2-phenyl-1,2,3,4-tetrahydroquinoline-6-acetic acid). As a reaction SMILES: [C:1]1([CH:7]2[CH2:16][CH2:15][C:14]3[C:9](=[CH:10][CH:11]=[C:12]([CH2:17][C:18]([O:20]CC)=[O:19])[CH:13]=3)[NH:8]2)[CH:6]=[CH:5][CH:4]=[CH:3][CH:2]=1.[CH3:23]I.[OH-].[K+].Cl>O.CC(C)=O>[CH3:23][N:8]1[C:9]2[C:14](=[CH:13][C:12]([CH2:17][C:18]([OH:20])=[O:19])=[CH:11][CH:10]=2)[CH2:15][CH2:16][CH:7]1[C:1]1[CH:2]=[CH:3][CH:4]=[CH:5][CH:6]=1 |f:2.3|. Procedure details: The compound (3 g) of Example 2 was dissolved into acetone and, after methyl iodide (0.8 ml) and potassium hydroxide (3.7 g) were added, the mixture was stirred at 40° C. for 20 hours under heat. After water was added and the reaction mixture was acidified with hydrochloric acid, it was extracted with methylene chloride. The residue obtained by drying methylene chloride layer over anhydrous sodium sulfate and then concentrating under reduced pressure was recrystallized from ethanol-hexane to obt...